Dataset: the Open Reaction Database (ORD), a public repository of structured organic reaction records. Task: describe an organic reaction: reactants, conditions, products, and yield Starting materials: FC1CN(CCC1)C=1C=C(C=CC1[N+](=O)[O-])N1CCN(CC1)C (1-[3-(3-fluoro-piperidin-1-yl)-4-nitro-phenyl]4-methyl-piperazine), CCO (EtOH), O (water). The reagents and catalysts are CC(=O)O (AcOH), [Fe] (iron). Run in CCOC(=O)C (EtOAc). Reaction conditions: temperature 80 celsius. The product is FC1CN(CCC1)C1=C(C=CC(=C1)N1CCN(CC1)C)N (2-(3-Fluoro-piperidin-1-yl)-4-(4-methyl-piperazin-1-yl)-phenylamine). The yield is 84.0%. Reaction SMILES: [F:1][CH:2]1[CH2:7][CH2:6][CH2:5][N:4]([C:8]2[CH:9]=[C:10]([N:17]3[CH2:22][CH2:21][N:20]([CH3:23])[CH2:19][CH2:18]3)[CH:11]=[CH:12][C:13]=2[N+:14]([O-])=O)[CH2:3]1.CCO.O>CC(O)=O.CCOC(C)=O.[Fe]>[F:1][CH:2]1[CH2:7][CH2:6][CH2:5][N:4]([C:8]2[CH:9]=[C:10]([N:17]3[CH2:18][CH2:19][N:20]([CH3:23])[CH2:21][CH2:22]3)[CH:11]=[CH:12][C:13]=2[NH2:14])[CH2:3]1. Procedure details: A solution of 1-[3-(3-fluoro-piperidin-1-yl)-4-nitro-phenyl]4-methyl-piperazine (as prepared in the previous step, 60 mg, 0.19 mmol) in 2:1 EtOH:water (6 mL), was treated with glacial AcOH (1 drop) and iron powder (10 mg, 0.93 mmol). The mixture was heated to 80° C. for 30 min. The reaction cooled to room temperature, diluted with EtOAc and washed with saturated aqueous NaHCO3. The aqueous layer was extracted with EtOAc. The combined organic layers were dried over MgSO4 and concentrated in vacuo... Starting materials: C(C)(=S)O (Thioacetic acid), C[O-].[Na+] (sodium methoxide), BrCCCCC\C=C/CCCCCCC (Cis-1-Bromo-tetradec-6-ene), Cl (HCl). Run in CO (methanol), O (water). Conditions: time 2 day. Yields the product C(CCCC\C=C/CCCCCCC)CC(=S)O (Cis-Tetradec-6-enylthioacetic acid). The yield is 96.6%. RXN SMILES: [C:1]([OH:4])(=[S:3])[CH3:2].C[O-].[Na+].Br[CH2:9][CH2:10][CH2:11][CH2:12][CH2:13]/[CH:14]=[CH:15]\[CH2:16][CH2:17][CH2:18][CH2:19][CH2:20][CH2:21][CH3:22].Cl>CO.O>[CH2:9]([CH2:2][C:1]([OH:4])=[S:3])[CH2:10][CH2:11][CH2:12][CH2:13]/[CH:14]=[CH:15]\[CH2:16][CH2:17][CH2:18][CH2:19][CH2:20][CH2:21][CH3:22] |f:1.2|. Reported procedure: Thioacetic acid (35 mg, 0.38 mmol) in methanol (20 ml) was treated successively with sodium methoxide (50 mg, 0.9144 mmol) and bromide 8 (105 mg, 0.381 mmol) and stirred at r.t. for 2 d. The reaction mixture was diluted in water and acidified with cold conc. aq. HCl. The aqueous layer was extracted with hexanes, dried (MgSO4) and concentrated invacuo to afford a crude residue was purified by flash column chromatography (eluent gradient elution 65-75% EtOAc in Hexanes) to afford the pure 4 as a v... Conditions: temperature 120 celsius, time 24 hour. Product: ClC1=CC=C(C=N1)S(=O)(=O)N1CC(N(CC1)C1=NC=C(C=N1)C(C(F)(F)F)(C(F)(F)F)O)C#CC (2-(2-(4-((6-chloro-3-pyridinyl)sulfonyl)-2-(1-propyn-1-yl)-1-piperazinyl)-5-pyrimidinyl)-1,1,1,3,3,3-hexafluoro-2-propanol). Procedure details: A mixture of 2-(2-chloropyrimidin-5-yl)-1,1,1,3,3,3-hexafluoropropan-2-ol (490 mg, 1.747 mmol, Intermediate D), 1-((6-chloropyridin-3-yl)sulfonyl)-3-(prop-1-yn-1-yl)piperazine (325 mg, 1.08 mmol), Hünig's base (1.0 mL, 5.73 mmol) and dioxane (5.0 mL) was heated at 120° C. for 15 h. The temperature was increased to 130° C. and stirring was continued for 24 h. The dark mixture was allowed to cool to room temperature and was then purified by silica gel chromatography (80 g silica gel, 10-50% EtOAc ... Yield: 113.0%. RXN SMILES: Cl[C:2]1[N:7]=[CH:6][C:5]([C:8]([OH:17])([C:13]([F:16])([F:15])[F:14])[C:9]([F:12])([F:11])[F:10])=[CH:4][N:3]=1.[Cl:18][C:19]1[N:24]=[CH:23][C:22]([S:25]([N:28]2[CH2:33][CH2:32][NH:31][CH:30]([C:34]#[C:35][CH3:36])[CH2:29]2)(=[O:27])=[O:26])=[CH:21][CH:20]=1.CCN(C(C)C)C(C)C>O1CCOCC1>[Cl:18][C:19]1[N:24]=[CH:23][C:22]([S:25]([N:28]2[CH2:33][CH2:32][N:31]([C:2]3[N:3]=[CH:4][C:5]([C:8]([OH:17])([C:13]([F:16])([F:15])[F:14])[C:9]([F:10])([F:11])[F:12])=[CH:6][N:7]=3)[CH:30]([C:34]#[C:35][CH3:36])[CH2:29]2)(=[O:27])=[O:26])=[CH:21][CH:20]=1. Run in O1CCOCC1 (dioxane). The reactants are ClC1=NC=C(C=N1)C(C(F)(F)F)(C(F)(F)F)O ((2-chloro-5-pyrimidinyl)-1,1,1,3,3,3-hexafluoro-2-propanol), ClC1=NC=C(C=N1)C(C(F)(F)F)(C(F)(F)F)O ((2-chloro-5-pyrimidinyl)-1,1,1,3,3,3-hexafluoro-2-propanol), ClC1=CC=C(C=N1)S(=O)(=O)N1CC(NCC1)C#CC (1-((6-chloropyridin-3-yl)sulfonyl)-3-(prop-1-yn-1-yl)piperazine), CCN(C(C)C)C(C)C (Hünig's base).